This data is from the Open Reaction Database (ORD), a public repository of structured organic reaction records. The task is: describe an organic reaction: reactants, conditions, products, and yield Product: C(C)(C)(C)OC(NC1=C(C=C(C(=C1)OCC(F)(F)F)Cl)NC(CC(=O)C1=CC(=CC=C1)C1=CC(=NC=C1)C#N)=O)=O ([4-Chloro-2-{3-[3-(2-cyano-pyridin-4-yl)-phenyl]-3-oxo-propionylamino}-5-(2,2,2-trifluoro-ethoxy)-phenyl]-carbamic acid tert-butyl ester), solid. Procedure: The title compound was prepared from [2-amino-4-chloro-5-(2,2,2-trifluoro-ethoxy)-phenyl]-carbamic acid tert-butyl ester (Example J31) (256 mg, 0.75 mmol) and 3-[3-(2-cyano-pyridin-4-yl)-phenyl]-3-oxo-propionic acid tert-butyl ester (Example K24) (242 mg, 0.75 mmol) according to the general procedure M. Obtained as a colorless solid (249 mg, 53%). Reaction SMILES: [C:1]([O:5][C:6](=[O:22])[NH:7][C:8]1[CH:13]=[C:12]([O:14][CH2:15][C:16]([F:19])([F:18])[F:17])[C:11]([Cl:20])=[CH:10][C:9]=1[NH2:21])([CH3:4])([CH3:3])[CH3:2].C([O:27][C:28](=O)[CH2:29][C:30]([C:32]1[CH:37]=[CH:36][CH:35]=[C:34]([C:38]2[CH:43]=[CH:42][N:41]=[C:40]([C:44]#[N:45])[CH:39]=2)[CH:33]=1)=[O:31])(C)(C)C>>[C:1]([O:5][C:6](=[O:22])[NH:7][C:8]1[CH:13]=[C:12]([O:14][CH2:15][C:16]([F:19])([F:17])[F:18])[C:11]([Cl:20])=[CH:10][C:9]=1[NH:21][C:28](=[O:27])[CH2:29][C:30]([C:32]1[CH:37]=[CH:36][CH:35]=[C:34]([C:38]2[CH:43]=[CH:42][N:41]=[C:40]([C:44]#[N:45])[CH:39]=2)[CH:33]=1)=[O:31])([CH3:4])([CH3:2])[CH3:3]. Isolated yield 53.0%. The reactants are C(C)(C)(C)OC(NC1=C(C=C(C(=C1)OCC(F)(F)F)Cl)N)=O ([2-amino-4-chloro-5-(2,2,2-trifluoro-ethoxy)-phenyl]-carbamic acid tert-butyl ester), C(C)(C)(C)OC(CC(=O)C1=CC(=CC=C1)C1=CC(=NC=C1)C#N)=O (3-[3-(2-cyano-pyridin-4-yl)-phenyl]-3-oxo-propionic acid tert-butyl ester). The reactants are OC=1C(C=CC(=CC1)N=O)=O (2-hydroxy-5-nitroso-2,4,6-cycloheptatrien-1-one), [OH-].[NH4+] (ammonium hydroxide). Yields the product NC=1C(C=CC(=CC1)N=O)=O (2-amino-5-nitroso-2,4,6-cycloheptatrien-1-one). RXN SMILES: [OH:1][C:2]1[C:3](=O)[CH:4]=[CH:5][C:6]([N:9]=[O:10])=[CH:7][CH:8]=1.[OH-].[NH4+:13]>>[NH2:13][C:3]1[C:2](=[O:1])[CH:8]=[CH:7][C:6]([N:9]=[O:10])=[CH:5][CH:4]=1 |f:1.2|. Procedure details: Conc. ammonium hydroxide solution (50 ml) is added dropwise to a suspension of 2-hydroxy-5-nitroso-2,4,6-cycloheptatrien-1-one [10 g, described by T. Nozoe et al., Sci. Repts. Tohoku Univ., 35, 274-82 (1952), (CA 47 329la)] collected and washed with water then acetone to give 2-amino-5-nitroso-2,4,6-cycloheptatrien-1-one. Starting materials: CC(=O)O[BH-](OC(C)=O)OC(C)=O, C1CCNC1, Cn1cc(-c2ccc3nc(N4CC(=O)C4)sc3c2)cn1, CC(=O)O, Cc1ccccc1, [Na+]. The product is Cn1cc(-c2ccc3nc(N4CC(N5CCCC5)C4)sc3c2)cn1. RXN SMILES: [C:30]([O:31][BH-:32]([O:33][C:34](=[O:35])[CH3:36])[O:37][C:38](=[O:39])[CH3:40])(=[O:41])[CH3:42].[CH2:21]1[CH2:22][CH2:23][NH:24][CH2:25]1.[CH3:1][n:2]1[n:3][cH:4][c:5](-[c:7]2[cH:8][c:9]3[c:10]([n:11][c:12]([N:14]4[CH2:15][C:16](=[O:18])[CH2:17]4)[s:13]3)[cH:19][cH:20]2)[cH:6]1.[CH3:26][C:27](=[O:28])[OH:29].[CH3:44][c:45]1[cH:46][cH:47][cH:48][cH:49][cH:50]1.[Na+:43]>>[CH3:1][n:2]1[n:3][cH:4][c:5](-[c:7]2[cH:8][c:9]3[c:10]([n:11][c:12]([N:14]4[CH2:15][CH:16]([N:24]5[CH2:23][CH2:22][CH2:21][CH2:25]5)[CH2:17]4)[s:13]3)[cH:19][cH:20]2)[cH:6]1. Starting materials: CC(=O)O[BH-](OC(C)=O)OC(C)=O, O=C([O-])O, CCOC(=O)C1(CCCn2c(=O)ccc3ccc(OC)cc32)CCNCC1, CC(=O)O, ClC(Cl)Cl, ClCCl, [Na+], [Na+], O=Cc1cc2c(cn1)OCCO2, O. Yields the product CCOC(=O)C1(CCCn2c(=O)ccc3ccc(OC)cc32)CCN(Cc2cc3c(cn2)OCCO3)CC1. As a reaction SMILES: [C:40]([O:41][BH-:42]([O:43][C:44](=[O:45])[CH3:46])[O:47][C:48](=[O:49])[CH3:50])(=[O:51])[CH3:52].[C:54](=[O:55])([O-:56])[OH:57].[CH3:1][O:2][c:3]1[cH:4][cH:5][c:6]2[cH:7][cH:8][c:9](=[O:27])[n:10]([CH2:13][CH2:14][CH2:15][C:16]3([C:22](=[O:23])[O:24][CH2:25][CH3:26])[CH2:17][CH2:18][NH:19][CH2:20][CH2:21]3)[c:11]2[cH:12]1.[CH3:64][C:65](=[O:66])[OH:67].[CH:59]([Cl:60])([Cl:61])[Cl:62].[Cl:68][CH2:69][Cl:70].[Na+:53].[Na+:58].[O:28]1[CH2:29][CH2:30][O:31][c:32]2[cH:33][n:34][c:35]([CH:38]=[O:39])[cH:36][c:37]21.[OH2:63]>>[CH3:1][O:2][c:3]1[cH:4][cH:5][c:6]2[cH:7][cH:8][c:9](=[O:27])[n:10]([CH2:13][CH2:14][CH2:15][C:16]3([C:22](=[O:23])[O:24][CH2:25][CH3:26])[CH2:17][CH2:18][N:19]([CH2:38][c:35]4[n:34][cH:33][c:32]5[c:37]([cH:36]4)[O:28][CH2:29][CH2:30][O:31]5)[CH2:20][CH2:21]3)[c:11]2[cH:12]1.